This data is from the Open Reaction Database (ORD), a public repository of structured organic reaction records. The task is: describe an organic reaction: reactants, conditions, products, and yield The reactants are C(C1=CC=CC=C1)OC=1C(=C(C(=C(C(=O)OCC2=CC=CC=C2)C1)NC1=C(C=CC=C1)Cl)F)F (benzyl 5-(benzyloxy)-2-((2-chlorophenyl)amino)-3,4-difluorobenzoate), [N-]=[N+]=[N-].[Na+] (NaN3), O (water). Run in CN(C)C=O (DMF). Run at temperature 90 celsius, time 3 hour. Yields the product N(=[N+]=[N-])C1=C(C(=C(C(=O)OCC2=CC=CC=C2)C=C1OCC1=CC=CC=C1)NC1=C(C=CC=C1)Cl)F (benzyl 4-azido-5-(benzyloxy)-2-((2-chlorophenyl)amino)-3-fluorobenzoate). Yield: 78.8%. As a reaction SMILES: [CH2:1]([O:8][C:9]1[C:10](F)=[C:11]([F:33])[C:12]([NH:25][C:26]2[CH:31]=[CH:30][CH:29]=[CH:28][C:27]=2[Cl:32])=[C:13]([CH:24]=1)[C:14]([O:16][CH2:17][C:18]1[CH:23]=[CH:22][CH:21]=[CH:20][CH:19]=1)=[O:15])[C:2]1[CH:7]=[CH:6][CH:5]=[CH:4][CH:3]=1.[N-:35]=[N+:36]=[N-:37].[Na+].O>CN(C=O)C>[N:35]([C:10]1[C:9]([O:8][CH2:1][C:2]2[CH:7]=[CH:6][CH:5]=[CH:4][CH:3]=2)=[CH:24][C:13]([C:14]([O:16][CH2:17][C:18]2[CH:23]=[CH:22][CH:21]=[CH:20][CH:19]=2)=[O:15])=[C:12]([NH:25][C:26]2[CH:31]=[CH:30][CH:29]=[CH:28][C:27]=2[Cl:32])[C:11]=1[F:33])=[N+:36]=[N-:37] |f:1.2|. Procedure: To a solution of benzyl 5-(benzyloxy)-2-((2-chlorophenyl)amino)-3,4-difluorobenzoate (27.82 g, 57.97 mmol) in DMF (250 mL) was added NaN3 (4.52 g, 69.56 mmol). The mixture was stirred at 90° C. for 3 h. Then water (400 mL) was added. The solution was extracted with ethyl acetate (150 mL×3). The combined organic extracts were washed with water (150 mL) and brine (150 mL), dried over Na2SO4, filtered and concentrated in vacuo. The residue was purified by flash column chromatography on silica gel (... Reactants: COC1=C(C=C(C=C1)C1CC(NC1)=O)OCC(CN1CCN(CC1)C1=CC=CC=C1)O (4-{4-methoxy- 3-[3-(4-phenylpiperazin-1-yl)-2-hydroxypropoxy]phenyl}-2-pyrrolidone), C(C)(=O)OC(C)=O (acetic anhydride). Run in N1=CC=CC=C1 (pyridine). The product is COC1=C(C=C(C=C1)C1CC(NC1)=O)OCC(CN1CCN(CC1)C1=CC=CC=C1)OC(C)=O (4-{4-methoxy-3-[3-(4-phenylpiperazin-1-yl)-2-acetoxypropoxy]phenyl}-2-pyrrolidone). Isolated yield 86.0%. RXN SMILES: [CH3:1][O:2][C:3]1[CH:8]=[CH:7][C:6]([CH:9]2[CH2:13][NH:12][C:11](=[O:14])[CH2:10]2)=[CH:5][C:4]=1[O:15][CH2:16][CH:17]([OH:31])[CH2:18][N:19]1[CH2:24][CH2:23][N:22]([C:25]2[CH:30]=[CH:29][CH:28]=[CH:27][CH:26]=2)[CH2:21][CH2:20]1.[C:32](OC(=O)C)(=[O:34])[CH3:33]>N1C=CC=CC=1>[CH3:1][O:2][C:3]1[CH:8]=[CH:7][C:6]([CH:9]2[CH2:13][NH:12][C:11](=[O:14])[CH2:10]2)=[CH:5][C:4]=1[O:15][CH2:16][CH:17]([O:31][C:32](=[O:34])[CH3:33])[CH2:18][N:19]1[CH2:20][CH2:21][N:22]([C:25]2[CH:26]=[CH:27][CH:28]=[CH:29][CH:30]=2)[CH2:23][CH2:24]1. Reported procedure: 7.5 mmol of 4-{4-methoxy- 3-[3-(4-phenylpiperazin-1-yl)-2-hydroxypropoxy]phenyl}-2-pyrrolidone is dissolved in 50 ml. of dry pyridine. After adding 15 mmol of acetic anhydride, the mixture is heated for 3 hours under reflux. After cooling, the reaction mixture is concentrated under vacuum. The residue is chromatographed over silica gel (acetone/dichloromethane 1:1) and recrystallized from isopropanol, thus obtaining in an 86% yield 4-{4-methoxy-3-[3-(4-phenylpiperazin-1-yl)-2-acetoxypropoxy]phen... Starting materials: O=C(c1ccccc1)c1ccc(Br)cc1, C1CCOC1, CC1(C)CC(=O)CC(C)(C)C1, Cc1ccccc1, CCOC(C)=O, Cl, O. Yields the product CC1(C)CC(=C(c2ccccc2)c2ccc(Br)cc2)CC(C)(C)C1. As a reaction SMILES: [Br:12][c:13]1[cH:14][cH:15][c:16]([C:17](=[O:18])[c:19]2[cH:20][cH:21][cH:22][cH:23][cH:24]2)[cH:25][cH:26]1.[CH2:27]1[O:28][CH2:29][CH2:30][CH2:31]1.[CH3:1][C:2]1([CH3:11])[CH2:3][C:4](=[O:10])[CH2:5][C:6]([CH3:8])([CH3:9])[CH2:7]1.[CH3:33][c:34]1[cH:35][cH:36][cH:37][cH:38][cH:39]1.[CH3:40][CH2:41][O:42][C:43]([CH3:44])=[O:45].[ClH:32].[OH2:46]>>[CH3:1][C:2]1([CH3:11])[CH2:3][C:4](=[C:17]([c:16]2[cH:15][cH:14][c:13]([Br:12])[cH:26][cH:25]2)[c:19]2[cH:20][cH:21][cH:22][cH:23][cH:24]2)[CH2:5][C:6]([CH3:8])([CH3:9])[CH2:7]1. Reactants: O=C([O-])O, CCOC(C)=O, O=[N+]([O-])c1cnc2[nH]nc(C(F)(F)F)c2c1, [Na+]. The product is Nc1cnc2[nH]nc(C(F)(F)F)c2c1. Reaction SMILES: [C:17](=[O:18])([OH:19])[O-:20].[CH3:22][CH2:23][O:24][C:25](=[O:26])[CH3:27].[N+:1]([O-:2])(=[O:3])[c:4]1[cH:5][c:6]2[c:7]([n:8][cH:9]1)[nH:10][n:11][c:12]2[C:13]([F:14])([F:15])[F:16].[Na+:21]>>[NH2:1][c:4]1[cH:5][c:6]2[c:7]([n:8][cH:9]1)[nH:10][n:11][c:12]2[C:13]([F:14])([F:15])[F:16]. Starting materials: COC=C(C)C(=O)OC, CC(C)OC(=O)c1cc(NC(N)=O)c(F)cc1Cl, O, Cc1ccc(S(=O)(=O)O)cc1, c1ccccc1. Yields the product COC(=O)C(C)=CNC(=O)Nc1cc(C(=O)OC(C)C)c(Cl)cc1F. RXN SMILES: [CH3:19][O:20][CH:21]=[C:22]([C:23](=[O:24])[O:25][CH3:26])[CH3:27].[Cl:1][c:2]1[c:3]([C:4](=[O:5])[O:6][CH:7]([CH3:8])[CH3:9])[cH:10][c:11]([NH:15][C:16](=[O:17])[NH2:18])[c:12]([F:14])[cH:13]1.[OH2:28].[c:29]1([CH3:30])[cH:31][cH:32][c:33]([S:34]([OH:35])(=[O:36])=[O:37])[cH:38][cH:39]1.[cH:40]1[cH:41][cH:42][cH:43][cH:44][cH:45]1>>[Cl:1][c:2]1[c:3]([C:4](=[O:5])[O:6][CH:7]([CH3:8])[CH3:9])[cH:10][c:11]([NH:15][C:16](=[O:17])[NH:18][CH:21]=[C:22]([C:23](=[O:24])[O:25][CH3:26])[CH3:27])[c:12]([F:14])[cH:13]1. The product is O=C(O)c1cc(OCCCOc2ccc(OCc3ccccc3)cc2)cc(OCCCOc2ccc(OCc3ccccc3)cc2)c1. The reactants are COC(=O)c1cc(OCCCOc2ccc(OCc3ccccc3)cc2)cc(OCCCOc2ccc(OCc3ccccc3)cc2)c1, CO, [Na+], C1COCCO1, [OH-]. Reaction SMILES: [CH3:1][O:2][C:3]([c:4]1[cH:5][c:6]([O:29][CH2:30][CH2:31][CH2:32][O:33][c:34]2[cH:35][cH:36][c:37]([O:40][CH2:41][c:42]3[cH:43][cH:44][cH:45][cH:46][cH:47]3)[cH:38][cH:39]2)[cH:7][c:8]([O:10][CH2:11][CH2:12][CH2:13][O:14][c:15]2[cH:16][cH:17][c:18]([O:21][CH2:22][c:23]3[cH:24][cH:25][cH:26][cH:27][cH:28]3)[cH:19][cH:20]2)[cH:9]1)=[O:48].[CH3:51][OH:52].[Na+:50].[O:53]1[CH2:54][CH2:55][O:56][CH2:57][CH2:58]1.[OH-:49]>>[O:2]=[C:3]([c:4]1[cH:5][c:6]([O:29][CH2:30][CH2:31][CH2:32][O:33][c:34]2[cH:35][cH:36][c:37]([O:40][CH2:41][c:42]3[cH:43][cH:44][cH:45][cH:46][cH:47]3)[cH:38][cH:39]2)[cH:7][c:8]([O:10][CH2:11][CH2:12][CH2:13][O:14][c:15]2[cH:16][cH:17][c:18]([O:21][CH2:22][c:23]3[cH:24][cH:25][cH:26][cH:27][cH:28]3)[cH:19][cH:20]2)[cH:9]1)[OH:48]. The reactants are CCS(=O)(=O)c1ccc(CBr)cc1, COC(=O)Cc1c(C)[nH]c2ncccc12, CN(C)C=O. Product: CCS(=O)(=O)c1ccc(Cn2c(C)c(CC(=O)OC)c3cccnc32)cc1. Reaction SMILES: [Br:16][CH2:17][c:18]1[cH:19][cH:20][c:21]([S:24](=[O:25])(=[O:26])[CH2:27][CH3:28])[cH:22][cH:23]1.[CH3:1][O:2][C:3]([CH2:4][c:5]1[c:6]([CH3:14])[nH:7][c:8]2[n:9][cH:10][cH:11][cH:12][c:13]12)=[O:15].[O:29]=[CH:30][N:31]([CH3:32])[CH3:33]>>[CH3:1][O:2][C:3]([CH2:4][c:5]1[c:6]([CH3:14])[n:7]([CH2:17][c:18]2[cH:19][cH:20][c:21]([S:24](=[O:25])(=[O:26])[CH2:27][CH3:28])[cH:22][cH:23]2)[c:8]2[n:9][cH:10][cH:11][cH:12][c:13]12)=[O:15]. The reactants are [OH-].[Na+] (sodium hydroxide), N1=C(C=CC2=CC=CC=C12)N1CCN(CC1)C(CCCC(=O)OC)C (methyl 5-(4-quinolin-2-ylpiperazin-1-yl)hexanoate), Cl (hydrochloric acid). The solvent is C(C)O (ethanol). Yields the product N1=C(C=CC2=CC=CC=C12)N1CCN(CC1)C(CCCC(=O)O)C (5-(4-quinoline-2-ylpiperazin-1-yl)hexanoic acid). The yield is 89.3%. Reaction SMILES: [OH-].[Na+].[N:3]1[C:12]2[C:7](=[CH:8][CH:9]=[CH:10][CH:11]=2)[CH:6]=[CH:5][C:4]=1[N:13]1[CH2:18][CH2:17][N:16]([CH:19]([CH3:27])[CH2:20][CH2:21][CH2:22][C:23]([O:25]C)=[O:24])[CH2:15][CH2:14]1.Cl>C(O)C>[N:3]1[C:12]2[C:7](=[CH:8][CH:9]=[CH:10][CH:11]=2)[CH:6]=[CH:5][C:4]=1[N:13]1[CH2:14][CH2:15][N:16]([CH:19]([CH3:27])[CH2:20][CH2:21][CH2:22][C:23]([OH:25])=[O:24])[CH2:17][CH2:18]1 |f:0.1|. Procedure details: To 10 ml of 1N sodium hydroxide:ethanol=1:1 solution, 850 mg of methyl 5-(4-quinolin-2-ylpiperazin-1-yl)hexanoate as synthesized in above Step 7-14-B was added and heated under reflux for an hour. Cooling the system, 2N hydrochloric acid was added to make the pH7, and the precipitate was recovered by filtration and dried to provide 728 mg (89%) of 5-(4-quinoline-2-ylpiperazin-1-yl)hexanoic acid. Starting materials: O=C([O-])[O-], COc1ccc(CN)cc1, CC(C)O, N#Cc1cnccc1Cl, [K+], [K+]. Yields the product COc1ccc(CNc2ccncc2C#N)cc1. RXN SMILES: [C:20](=[O:21])([O-:22])[O-:23].[CH3:10][O:11][c:12]1[cH:13][cH:14][c:15]([CH2:16][NH2:17])[cH:18][cH:19]1.[CH3:26][CH:27]([OH:28])[CH3:29].[Cl:1][c:2]1[cH:3][cH:4][n:5][cH:6][c:7]1[C:8]#[N:9].[K+:24].[K+:25]>>[c:2]1([NH:17][CH2:16][c:15]2[cH:14][cH:13][c:12]([O:11][CH3:10])[cH:19][cH:18]2)[cH:3][cH:4][n:5][cH:6][c:7]1[C:8]#[N:9]. Reactants: [H-].[Na+] (sodium hydride), N1C=NC=C1 (imidazole), [Si](C)(C)(C(C)(C)C)OCCBr (t-butyldimethylsilyloxyethyl bromide). Solvent: CN(C)C=O (DMF). Run at temperature 0 celsius, time 15 minute. The product is [Si](C)(C)(C(C)(C)C)OCCN1C=NC=C1 (N-t-butyldimethylsilyloxyethyl imidazole). The yield is 62.3%. Reaction SMILES: [H-].[Na+].[NH:3]1[CH:7]=[CH:6][N:5]=[CH:4]1.[Si:8]([O:15][CH2:16][CH2:17]Br)([C:11]([CH3:14])([CH3:13])[CH3:12])([CH3:10])[CH3:9]>CN(C=O)C>[Si:8]([O:15][CH2:16][CH2:17][N:3]1[CH:7]=[CH:6][N:5]=[CH:4]1)([C:11]([CH3:14])([CH3:13])[CH3:12])([CH3:10])[CH3:9] |f:0.1|. Procedure: To 86.4 mg (2.2 mmoles) of 61.1% sodium hydride mineral oil dispersion in 5 mL sieve dried DMF at 0° C. was added 136 mg (2.0 mmoles) of imidazole. The mixture was stirred at 0° C. under nitrogen for 15 minutes and 476 mg (2.0 mmoles) of neat t-butyldimethylsilyloxyethyl bromide was added. The ice-water bath was removed and the mixture stirred overnight and it was then partitioned between ether and ice-water. The organic phase was separated, washed thrice with ice-water, dried over sodium sulfat...